From a dataset of the Open Reaction Database (ORD), a public repository of structured organic reaction records. describe an organic reaction: reactants, conditions, products, and yield Reactants: COC1=CC=C(C=C1)S(=O)(=O)N1C2CCC([C@@H]1C(=O)OCC)CC2 (ethyl (3R)-2-[(4-methoxyphenyl)sulfonyl]-2-azabicyclo[2.2.2]octane-3-carboxylate), CO (methanol), [OH-].[Na+] (sodium hydroxide), Cl (hydrochloric acid). Solvent: O1CCCC1 (tetrahydrofuran). Reaction conditions: temperature 65 celsius, time 12 hour. Product: COC1=CC=C(C=C1)S(=O)(=O)N1C2CCC([C@@H]1C(=O)O)CC2 ((3R)-2-[(4-methoxyphenyl)sulfonyl]-2-azabicyclo[2.2.2]octane-3-carboxylic acid). Reaction SMILES: [CH3:1][O:2][C:3]1[CH:8]=[CH:7][C:6]([S:9]([N:12]2[C@@H:17]([C:18]([O:20]CC)=[O:19])[CH:16]3[CH2:23][CH2:24][CH:13]2[CH2:14][CH2:15]3)(=[O:11])=[O:10])=[CH:5][CH:4]=1.CO.[OH-].[Na+].Cl>O1CCCC1>[CH3:1][O:2][C:3]1[CH:8]=[CH:7][C:6]([S:9]([N:12]2[C@@H:17]([C:18]([OH:20])=[O:19])[CH:16]3[CH2:23][CH2:24][CH:13]2[CH2:14][CH2:15]3)(=[O:11])=[O:10])=[CH:5][CH:4]=1 |f:2.3|. Procedure: To a solution of ethyl (3R)-2-[(4-methoxyphenyl)sulfonyl]-2-azabicyclo[2.2.2]octane-3-carboxylate (399 mg, 1.13 mmol) in tetrahydrofuran (7 ml)-methanol (4 ml) was added 1N sodium hydroxide (7 ml), and the mixture was stirred at 65° C. for 12 hours. The reaction mixture was acidified with 1N hydrochloric acid and extracted with ethyl acetate. The organic layer was washed with saturated brine and dried over magnesium sulfate. The solvent was evaporated, to give (3R)-2-[(4-methoxyphenyl)sulfonyl]-... Reactants: NC=1N(C(C2(N1)CC(OC1=CC=C(C=C12)Br)C1=CC=CC=C1)=O)C (2′-amino-6-bromo-1′-methyl-2-phenylspiro[chroman-4,4′-imidazol]-5′(1′H)-one), ClC1=C(C=C(C=C1)C#N)B(O)O (2-chloro-5-cyanophenylboronic acid). The reagents and catalysts are Cl[Pd]([P](C1=CC=CC=C1)(C2=CC=CC=C2)C3=CC=CC=C3)([P](C4=CC=CC=C4)(C5=CC=CC=C5)C6=CC=CC=C6)Cl (Pd(PPh3)2Cl2). The solvent is O1CCOCC1 (1,4-dioxane), C(=O)([O-])[O-].[Cs+].[Cs+] (Cs2CO3). Run at temperature 120 celsius. Product: NC=1N(C(C2(N1)CC(OC1=CC=C(C=C12)C=1C=C(C#N)C=CC1Cl)C1=CC=CC=C1)=O)C (3-(2′-amino-1′-methyl-5′-oxo-2-phenyl-1′,5′-dihydrospiro[chroman-4,4′-imidazole]-6-yl)-4-chlorobenzonitrile). Yield: 18.2%. Reaction SMILES: [NH2:1][C:2]1[N:3]([CH3:24])[C:4](=[O:23])[C:5]2([C:15]3[C:10](=[CH:11][CH:12]=[C:13](Br)[CH:14]=3)[O:9][CH:8]([C:17]3[CH:22]=[CH:21][CH:20]=[CH:19][CH:18]=3)[CH2:7]2)[N:6]=1.[Cl:25][C:26]1[CH:31]=[CH:30][C:29]([C:32]#[N:33])=[CH:28][C:27]=1B(O)O>O1CCOCC1.C([O-])([O-])=O.[Cs+].[Cs+].Cl[Pd](Cl)([P](C1C=CC=CC=1)(C1C=CC=CC=1)C1C=CC=CC=1)[P](C1C=CC=CC=1)(C1C=CC=CC=1)C1C=CC=CC=1>[NH2:1][C:2]1[N:3]([CH3:24])[C:4](=[O:23])[C:5]2([C:15]3[C:10](=[CH:11][CH:12]=[C:13]([C:27]4[CH:28]=[C:29]([CH:30]=[CH:31][C:26]=4[Cl:25])[C:32]#[N:33])[CH:14]=3)[O:9][CH:8]([C:17]3[CH:22]=[CH:21][CH:20]=[CH:19][CH:18]=3)[CH2:7]2)[N:6]=1 |f:3.4.5,^1:51,70|. Reported procedure: Pd(PPh3)2Cl2 (10 mg, 0.01 mmol) in a 10 mL flask under Ar was treated sequentially with 2′-amino-6-bromo-1′-methyl-2-phenylspiro[chroman-4,4′-imidazol]-5′(1′H)-one (20 mg, 0.052 mmol) in 1,4-dioxane (1 mL), Cs2CO3 (2 N, 0.3 mL) and 2-chloro-5-cyanophenylboronic acid (18.9 mg, 0.104 mmol). The mixture was heated at 120° C. under Ar under microwave for 30 min. The reaction mixture was concentrated in vacuo to give the residue, which was purified preparative HPLC twice to give pure 3-(2′-amino-1′-m... The reactants are [N+](=O)([O-])C1=CC=CC2=CC=CC=C12 (1-nitronaphthalene), O (water), stainless steel. The solvent is C(C)(=O)OCC (ethyl acetate). Run at time 30 minute. The product is NC1=CC=CC2=CC=CC=C12 (1-aminonaphthalene). The yield is 62.0%. RXN SMILES: [N+:1]([C:4]1[C:13]2[C:8](=[CH:9][CH:10]=[CH:11][CH:12]=2)[CH:7]=[CH:6][CH:5]=1)([O-])=O.O>C(OCC)(=O)C>[NH2:1][C:4]1[C:13]2[C:8](=[CH:9][CH:10]=[CH:11][CH:12]=2)[CH:7]=[CH:6][CH:5]=1. Procedure: 86.6 mg (0.50 mmol) of 1-nitronaphthalene (17), 270 μL (15 mmol) of distilled water and stainless steel balls (50 pieces) were placed in the vessel of the planetary ball mill, which was then closed, and agitated by operating the planetary ball mill for 12 hours at 800 rpm (reversed every 30 minutes). After the lapse of 12 hours, 10 mL of ethyl acetate was added to the vessel of the planetary ball mill to provide a solution containing the reaction mixture, which was then filtered with celite. The... Reactants: CI, CCOC(C)=O, CN(C)C=O, CSc1ncc2c(=O)n(-c3c(Cl)cccc3Cl)c(=O)[nH]c2n1, Cl, C1CCC2=NCCCN2CC1. Product: CSc1ncc2c(=O)n(-c3c(Cl)cccc3Cl)c(=O)n(C)c2n1. As a reaction SMILES: [CH3:12][I:13].[CH3:37][CH2:38][O:39][C:40](=[O:41])[CH3:42].[CH3:43][N:44]([CH3:45])[CH:46]=[O:47].[Cl:14][c:15]1[c:16](-[n:22]2[c:23](=[O:35])[nH:24][c:25]3[n:26][c:27]([S:33][CH3:34])[n:28][cH:29][c:30]3[c:31]2=[O:32])[c:17]([Cl:21])[cH:18][cH:19][cH:20]1.[ClH:36].[N:1]12[CH2:2][CH2:11][CH2:10][CH2:9][CH2:8][C:7]1=[N:6][CH2:5][CH2:4][CH2:3]2>>[CH3:2][n:24]1[c:23](=[O:35])[n:22](-[c:16]2[c:15]([Cl:14])[cH:20][cH:19][cH:18][c:17]2[Cl:21])[c:31](=[O:32])[c:30]2[c:25]1[n:26][c:27]([S:33][CH3:34])[n:28][cH:29]2. Starting materials: N1(C=NC=C1)CC(OC1=CC(=C(C(=O)OC)C=C1)C1=CC=C(C=C1)F)C1=CC=C(C=C1)F (methyl 4-[2-(imidazol-1-yl)-1-(4-fluorophenyl)ethoxy]-2-(4-fluorophenyl)benzoate), [OH-] (hydroxide). Solvent: CO (methanol). The product is N1(C=NC=C1)CC(OC1=CC(=C(C(=O)O)C=C1)C1=CC=C(C=C1)F)C1=CC=C(C=C1)F (4-[2-(imidazol-1-yl)-1-(4-fluorophenyl)ethoxy]-2-(4-fluorophenyl) benzoic acid). As a reaction SMILES: [N:1]1([CH2:6][CH:7]([C:26]2[CH:31]=[CH:30][C:29]([F:32])=[CH:28][CH:27]=2)[O:8][C:9]2[CH:18]=[CH:17][C:12]([C:13]([O:15]C)=[O:14])=[C:11]([C:19]3[CH:24]=[CH:23][C:22]([F:25])=[CH:21][CH:20]=3)[CH:10]=2)[CH:5]=[CH:4][N:3]=[CH:2]1.[OH-]>CO>[N:1]1([CH2:6][CH:7]([C:26]2[CH:27]=[CH:28][C:29]([F:32])=[CH:30][CH:31]=2)[O:8][C:9]2[CH:18]=[CH:17][C:12]([C:13]([OH:15])=[O:14])=[C:11]([C:19]3[CH:24]=[CH:23][C:22]([F:25])=[CH:21][CH:20]=3)[CH:10]=2)[CH:5]=[CH:4][N:3]=[CH:2]1. Procedure: 4-[2-(imidazol-1-yl)-1-(4-fluorophenyl)ethoxy]-2-(4-fluorophenyl) benzoic acid was prepared from methyl 4-[2-(imidazol-1-yl)-1-(4-fluorophenyl)ethoxy]-2-(4-fluorophenyl)benzoate by treatment with aqueous hydroxide in methanol and used without further purification. The reactants are C(C=C)Br (allyl bromide), [H-].[Na+] (sodium hydride), [H-].[Na+] (sodium hydride), OC1=CC=CC=2C=NSC21 (7-hydroxy-1,2-benzisothiazole), C(C=C)Br (allyl bromide), [OH-].[K+] (potassium hydroxide). The solvent is O (water), C1CCOC1 (THF). Reaction conditions: time 1 day. Product: C(C=C)OC1=CC=CC=2C=NSC21 (7-allyloxy-1,2-benzisothiazole). RXN SMILES: [OH:1][C:2]1[C:10]2[S:9][N:8]=[CH:7][C:6]=2[CH:5]=[CH:4][CH:3]=1.[H-].[Na+].[CH2:13](Br)[CH:14]=[CH2:15].[OH-].[K+]>C1COCC1.O>[CH2:15]([O:1][C:2]1[C:10]2[S:9][N:8]=[CH:7][C:6]=2[CH:5]=[CH:4][CH:3]=1)[CH:14]=[CH2:13] |f:1.2,4.5|. Reported procedure: 2.0 g of 7-hydroxy-1,2-benzisothiazole are dissolved in 20 ml of THF, and 460 mg of sodium hydride (60%) are added to the mixture at 0° C. When the evolution of gas has ended, 1 ml of allyl bromide is added dropwise, the reaction mixture is stirred for one day at room temperature. Again, 1 ml of allyl bromide and 40 mg of sodium hydride are added, and the mixture is stirred for 2 days under reflux. The reaction mixture is poured into water, rendered basic using 1 N potassium hydroxide solution a...